The task is: describe an organic reaction: reactants, conditions, products, and yield. This data is from the Open Reaction Database (ORD), a public repository of structured organic reaction records. The product is C(C)C(CC)NC1=CC(=C(C=C1)C)C (N-(1-ethylpropyl)-3,4-xylidine). Isolated yield 99.8%. Reactants: [N+](=O)([O-])C=1C=C(C(=CC1)C)C (4-nitro-o-xylene), C(C)C(=O)CC (diethyl ketone), [H][H] (hydrogen), [H][H] (Hydrogen). The reagents and catalysts are [Pt] (platinum on carbon), O.C1=C(C=CC2=CC=CC=C12)S(=O)(=O)O (2-naphthalenesulfonic acid monohydrate). RXN SMILES: [N+:1]([C:4]1[CH:5]=[C:6]([CH3:11])[C:7]([CH3:10])=[CH:8][CH:9]=1)([O-])=O.[CH2:12]([C:14]([CH2:16][CH3:17])=O)[CH3:13].[H][H]>[Pt].O.C1C2C(=CC=CC=2)C=CC=1S(O)(=O)=O>[CH2:12]([CH:14]([NH:1][C:4]1[CH:9]=[CH:8][C:7]([CH3:10])=[C:6]([CH3:11])[CH:5]=1)[CH2:16][CH3:17])[CH3:13] |f:4.5|. Reported procedure: A mixture of 151 grams (1.0 mole) 4-nitro-o-xylene, 138 grams (1.6 moles) diethyl ketone, 5.8 grams of 5% platinum on carbon and 3.7 grams of 2-naphthalenesulfonic acid monohydrate were added to a pressure vessel. Hydrogen was fed into the reactor at a pressure of 30-40 psi and a temperature of 80°-100° C. When hydrogen uptake ceased, the vessel was cooled and vented. After filtering the catalyst, the aqueous phase was separated and the upper layer concentrated in vacuo to give 191 grams of 96% ... Starting materials: CCO, Cc1nc[nH]c1CSCCN, S=C=S. As a reaction SMILES: [CH3:15][CH2:16][OH:17].[CH3:1][c:2]1[n:3][cH:4][nH:5][c:6]1[CH2:7][S:8][CH2:9][CH2:10][NH2:11].[S:12]=[C:13]=[S:14]>>[CH3:1][c:2]1[n:3][cH:4][nH:5][c:6]1[CH2:7][S:8][CH2:9][CH2:10][NH:11][C:13](=[S:12])[SH:14]. Product: Cc1nc[nH]c1CSCCNC(=S)S. The reactants are Cc1c(C2(C)OCCO2)nn(-c2ccc(F)cc2)c(=O)c1Br, CN(C)C=O, [H-], [Na+], O, OCc1cccnc1. Product: Cc1c(C2(C)OCCO2)nn(-c2ccc(F)cc2)c(=O)c1OCc1cccnc1. As a reaction SMILES: [Br:11][c:12]1[c:13](=[O:32])[n:14](-[c:25]2[cH:26][cH:27][c:28]([F:31])[cH:29][cH:30]2)[n:15][c:16]([C:19]2([CH3:24])[O:20][CH2:21][CH2:22][O:23]2)[c:17]1[CH3:18].[CH3:34][N:35]([CH3:36])[CH:37]=[O:38].[H-:1].[Na+:2].[OH2:33].[n:3]1[cH:4][c:5]([CH2:9][OH:10])[cH:6][cH:7][cH:8]1>>[n:3]1[cH:4][c:5]([CH2:9][O:10][c:12]2[c:13](=[O:32])[n:14](-[c:25]3[cH:26][cH:27][c:28]([F:31])[cH:29][cH:30]3)[n:15][c:16]([C:19]3([CH3:24])[O:20][CH2:21][CH2:22][O:23]3)[c:17]2[CH3:18])[cH:6][cH:7][cH:8]1. Reactants: Cl (hydrogen chloride), C(C)(=O)OCC.CCCCCC (ethyl acetate n-hexane), Cu4Cl4O2 (CH3CN)3, COC1=C(C(=C(C(=C1OCOC)Cl)OC)OCOC)CCCCCC1=C(C(=CC(=C1OCOC)OC)OCOC)OC (1-[2,5-dimethoxy-3,6-bis(methoxymethoxy)-4-chlorophenyl]-5-[2,5-dimethoxy-3,6-bis(methoxymethoxy)phenyl]pentane), mixed solvent. The solvent is C(C)#N (acetonitrile), C(C)(=O)OCC (ethyl acetate), C(C)#N (acetonitrile), mixed solvent, C(C)O.O1CCCC1 (ethanol tetrahydrofuran), C(C)O.O1CCCC1 (ethanol tetrahydrofuran). Reaction conditions: temperature 60 celsius, time 2 hour. The product is COC=1C(C(=C(C(C1Cl)=O)OC)CCCCCC1=C(C(C=C(C1=O)OC)=O)OC)=O (2,5-dimethoxy-3-chloro-6-[5-(2,5-dimethoxy-1,4-benzoquinon-3-yl)pentyl]-1,4-benzoquinone). RXN SMILES: [CH3:1][O:2][C:3]1[C:8]([O:9]COC)=[C:7]([Cl:13])[C:6]([O:14][CH3:15])=[C:5]([O:16]COC)[C:4]=1[CH2:20][CH2:21][CH2:22][CH2:23][CH2:24][C:25]1[C:30]([O:31]COC)=[C:29]([O:35][CH3:36])[CH:28]=[C:27]([O:37]COC)[C:26]=1[O:41][CH3:42].Cl.C(OCC)(=O)C.CCCCCC>C(O)C.O1CCCC1.C(#N)C.C(OCC)(=O)C>[CH3:15][O:14][C:6]1[C:5](=[O:16])[C:4]([CH2:20][CH2:21][CH2:22][CH2:23][CH2:24][C:25]2[C:30](=[O:31])[C:29]([O:35][CH3:36])=[CH:28][C:27](=[O:37])[C:26]=2[O:41][CH3:42])=[C:3]([O:2][CH3:1])[C:8](=[O:9])[C:7]=1[Cl:13] |f:2.3,4.5|. Procedure details: 219 Milligrams (0.35 mM) of 1-[2,5-dimethoxy-3,6-bis(methoxymethoxy)-4-chlorophenyl]-5-[2,5-dimethoxy-3,6-bis(methoxymethoxy)phenyl]pentane was dissolved in 5 ml of a mixed solvent of ethanol-tetrahydrofuran (1:1), to this solution was added 0.5 ml of a mixed solvent of ethanol-tetrahydrofuran (1:1) containing 20% of hydrogen chloride under an atmosphere of argon gas at a room temperature, then the reaction mixture was stirred for 2 hours at 60° C. The solvent was removed under reduced pressure,... Starting materials: C(C1=CC=CC=C1)OCC(CS(=O)(=O)N1CCN(CC1)C1=NC=NC(=C1)Cl)NO (1-{[3-benzyloxy-2-(hydroxyamino)propyl]sulphonyl}-4-(6-chloropyrimidin-4-yl)piperazine), C(C)(=O)OC(C)=O (Acetic anhydride). The solvent is O1CCCC1 (tetrahydrofuran), C(=O)O (formic acid), C(=O)O (formic acid). Reaction conditions: time 30 minute. Yields the product C(C1=CC=CC=C1)OCC(CS(=O)(=O)N1CCN(CC1)C1=NC=NC(=C1)Cl)N(C=O)O (N-[2-(benyloxy)-1-({[4(6-chloropyrimidin-4-yl)piperazino]sulphonyl}methyl)ethyl]-N-hydroxyformamide). As a reaction SMILES: [C:1](OC(=O)C)(=[O:3])C.[CH2:8]([O:15][CH2:16][CH:17]([NH:35][OH:36])[CH2:18][S:19]([N:22]1[CH2:27][CH2:26][N:25]([C:28]2[CH:33]=[C:32]([Cl:34])[N:31]=[CH:30][N:29]=2)[CH2:24][CH2:23]1)(=[O:21])=[O:20])[C:9]1[CH:14]=[CH:13][CH:12]=[CH:11][CH:10]=1>O1CCCC1.C(O)=O>[CH2:8]([O:15][CH2:16][CH:17]([N:35]([OH:36])[CH:1]=[O:3])[CH2:18][S:19]([N:22]1[CH2:27][CH2:26][N:25]([C:28]2[CH:33]=[C:32]([Cl:34])[N:31]=[CH:30][N:29]=2)[CH2:24][CH2:23]1)(=[O:21])=[O:20])[C:9]1[CH:14]=[CH:13][CH:12]=[CH:11][CH:10]=1. Procedure: Acetic anhydride (31.5 ml) was added directly to formic acid (126 ml). The solution was stirred at room temperature for 30 minutes. A solution of 1-{[3-benzyloxy-2-(hydroxyamino)propyl]sulphonyl}-4-(6-chloropyrimidin-4-yl)piperazine (29.5 g) in tetrahydrofuran (150 ml) and formic acid (25 ml), was added in portions to the above solution at 25° C. over 25 minutes. The solution was stirred at room temperature for 1 hour. The solution was evaporated (water-bath temperature 30° C.) and the residual ... Reported procedure: 506 mg (2.71 mmol) of 1-(t-butoxycarbonyl )piperazine, 273 mg (3.23 mmol) of diketene and 0.562 ml (4.07 mmol) of trimethylamine were heated and stirred in 10 ml of toluene at 80° C. for 2 hours. After adding saturated aqueous sodium hydrogencarbonate solution, the reaction mixture was extracted with ethyl acetate. The organic layer was dried over anhydrous magnesium sulfate and then concentrated under reduced pressure. 364 mg (2.71 mmol) of 2,4-dimethylbenzaldehyde was dissolved in 20 ml of 2-p... Conditions: time 2 day. RXN SMILES: [C:1]([O:5][C:6]([N:8]1[CH2:13][CH2:12][NH:11][CH2:10][CH2:9]1)=[O:7])([CH3:4])([CH3:3])[CH3:2].[CH2:14]=[C:15]1[O:19][C:17](=[O:18])[CH2:16]1.CN(C)C.C(=O)([O-])O.[Na+].[CH3:29][C:30]1[CH:37]=[C:36]([CH3:38])[CH:35]=[CH:34][C:31]=1[CH:32]=O.N1CCCCC1.C(O)(=O)C>C1(C)C=CC=CC=1.CC(O)C>[C:1]([O:5][C:6]([N:8]1[CH2:13][CH2:12][N:11]([C:17](=[O:18])[C:16]([C:15](=[O:19])[CH3:14])=[CH:32][C:31]2[CH:34]=[CH:35][C:36]([CH3:38])=[CH:37][C:30]=2[CH3:29])[CH2:10][CH2:9]1)=[O:7])([CH3:4])([CH3:2])[CH3:3] |f:3.4|. Product: C(C)(C)(C)OC(=O)N1CCN(CC1)C(C(=CC1=C(C=C(C=C1)C)C)C(C)=O)=O (4-[2-acetyl-3-(2,4-dimethylphenyl)-2-propenoyl]-1-piperazinecarboxylic acid t-butyl ester). Starting materials: C(C)(C)(C)OC(=O)N1CCNCC1 (1-(t-butoxycarbonyl )piperazine), C=C1CC(=O)O1 (diketene), CN(C)C (trimethylamine), C(O)([O-])=O.[Na+] (sodium hydrogencarbonate), CC1=C(C=O)C=CC(=C1)C (2,4-dimethylbenzaldehyde), N1CCCCC1 (piperidine), C(C)(=O)O (acetic acid). Run in C1(=CC=CC=C1)C (toluene), CC(C)O (2-propanol). The product is Cn1c(C(=O)NC2CCCCC2C(=O)NC(C#N)CCC(=O)N2CCOCC2)cc2ccccc21. Reaction SMILES: [C:1](#[N:2])[CH:3]([CH2:4][CH2:5][C:6](=[O:7])[OH:8])[NH:9][C:10](=[O:11])[CH:12]1[CH:13]([NH:18][C:19](=[O:20])[c:21]2[n:22]([CH3:30])[c:23]3[cH:24][cH:25][cH:26][cH:27][c:28]3[cH:29]2)[CH2:14][CH2:15][CH2:16][CH2:17]1.[CH2:31]1[CH2:32][O:33][CH2:34][CH2:35][NH:36]1.[CH3:37][CH2:38][N:39]=[C:40]=[N:41][CH2:42][CH2:43][CH2:44][N:45]([CH3:46])[CH3:47].[CH3:59][N:60]1[CH2:61][CH2:62][O:63][CH2:64][CH2:65]1.[ClH:48].[O:66]=[CH:67][N:68]([CH3:69])[CH3:70].[OH:49][n:50]1[c:51]2[c:52]([cH:53][cH:54][cH:55][cH:56]2)[n:57][n:58]1>>[C:1](#[N:2])[CH:3]([CH2:4][CH2:5][C:6](=[O:8])[N:36]1[CH2:31][CH2:32][O:33][CH2:34][CH2:35]1)[NH:9][C:10](=[O:11])[CH:12]1[CH:13]([NH:18][C:19](=[O:20])[c:21]2[n:22]([CH3:30])[c:23]3[cH:24][cH:25][cH:26][cH:27][c:28]3[cH:29]2)[CH2:14][CH2:15][CH2:16][CH2:17]1. The reactants are Cn1c(C(=O)NC2CCCCC2C(=O)NC(C#N)CCC(=O)O)cc2ccccc21, C1COCCN1, CCN=C=NCCCN(C)C, CN1CCOCC1, Cl, CN(C)C=O, On1nnc2ccccc21. Starting materials: CCN, CO, CSC(=NS(=O)(=O)c1ccc(N)cc1)N1CC2(C=N1)CCN(Cc1ccccc1)CC2. The product is CCNC(=NS(=O)(=O)c1ccc(N)cc1)N1CC2(C=N1)CCN(Cc1ccccc1)CC2. As a reaction SMILES: [CH3:32][CH2:33][NH2:34].[CH3:35][OH:36].[NH2:1][c:2]1[cH:3][cH:4][c:5]([S:8](=[O:9])(=[O:10])[N:11]=[C:12]([S:13][CH3:14])[N:15]2[CH2:16][C:17]3([CH:18]=[N:19]2)[CH2:20][CH2:21][N:22]([CH2:25][c:26]2[cH:27][cH:28][cH:29][cH:30][cH:31]2)[CH2:23][CH2:24]3)[cH:6][cH:7]1>>[NH2:1][c:2]1[cH:3][cH:4][c:5]([S:8](=[O:9])(=[O:10])[N:11]=[C:12]([N:15]2[CH2:16][C:17]3([CH:18]=[N:19]2)[CH2:20][CH2:21][N:22]([CH2:25][c:26]2[cH:27][cH:28][cH:29][cH:30][cH:31]2)[CH2:23][CH2:24]3)[NH:34][CH2:33][CH3:32])[cH:6][cH:7]1. The reactants are C[Si](C)(C)N=C=O, ClCCl, CC(=O)N(c1ccc(Cl)cc1)C1CC(C)N(C(=O)c2ccc(OCCCN)cc2)c2ccccc21. The product is CC(=O)N(c1ccc(Cl)cc1)C1CC(C)N(C(=O)c2ccc(OCCCNC(N)=O)cc2)c2ccccc21. RXN SMILES: [CH3:36][Si:37]([CH3:38])([CH3:39])[N:40]=[C:41]=[O:42].[Cl:43][CH2:44][Cl:45].[NH2:1][CH2:2][CH2:3][CH2:4][O:5][c:6]1[cH:7][cH:8][c:9]([C:10](=[O:11])[N:12]2[CH:13]([CH3:33])[CH2:14][CH:15]([N:22]([C:23]([CH3:24])=[O:25])[c:26]3[cH:27][cH:28][c:29]([Cl:32])[cH:30][cH:31]3)[c:16]3[cH:17][cH:18][cH:19][cH:20][c:21]32)[cH:34][cH:35]1>>[NH:1]([CH2:2][CH2:3][CH2:4][O:5][c:6]1[cH:7][cH:8][c:9]([C:10](=[O:11])[N:12]2[CH:13]([CH3:33])[CH2:14][CH:15]([N:22]([C:23]([CH3:24])=[O:25])[c:26]3[cH:27][cH:28][c:29]([Cl:32])[cH:30][cH:31]3)[c:16]3[cH:17][cH:18][cH:19][cH:20][c:21]32)[cH:34][cH:35]1)[C:41]([NH2:40])=[O:42]. The reactants are CN(CC(COC1=C(C=CC=C1)CCC(CC1=CC=CC=C1)C)O)C (3-dimethylamino-1-[2-(3-methyl-4phenylbutyl)phenoxy]-2-propanol), Cl (hydrochloride), solution, Cl (hydrogen chloride). Run in C(C)(=O)OCC (ethyl acetate), O1CCOCC1 (dioxane). The product is Cl.CN(CC(COC1=C(C=CC=C1)CCC(CC1=CC=CC=C1)C)O)C (3-Dimethylamino-1-[2-(3-methyl-4-phenylbutyl)phenoxy]-2-propanol hydrochloride). RXN SMILES: [CH3:1][N:2]([CH3:25])[CH2:3][CH:4]([OH:24])[CH2:5][O:6][C:7]1[CH:12]=[CH:11][CH:10]=[CH:9][C:8]=1[CH2:13][CH2:14][CH:15]([CH3:23])[CH2:16][C:17]1[CH:22]=[CH:21][CH:20]=[CH:19][CH:18]=1.[ClH:26]>C(OCC)(=O)C.O1CCOCC1>[ClH:26].[CH3:25][N:2]([CH3:1])[CH2:3][CH:4]([OH:24])[CH2:5][O:6][C:7]1[CH:12]=[CH:11][CH:10]=[CH:9][C:8]=1[CH2:13][CH2:14][CH:15]([CH3:23])[CH2:16][C:17]1[CH:18]=[CH:19][CH:20]=[CH:21][CH:22]=1 |f:4.5|. Reported procedure: Following a procedure similar to that described in Example 1(c), 987 mg of 3-dimethylamino-1-[2-(3-methyl-4phenylbutyl)phenoxy]-2-propanol [prepared as described in step (b) above] dissolved in 20 ml of ethyl acetate were converted to the hydrochloride by treating it with 0.9 ml of a 4N solution of hydrogen chloride in dioxane. The solvent was then removed by distillation under reduced pressure, and the resulting residue was dried in vacuo, to give 1.09 g (a quantitative yield) of the title comp...